Dataset: the Open Reaction Database (ORD), a public repository of structured organic reaction records. Task: describe an organic reaction: reactants, conditions, products, and yield The reactants are O=C([O-])[O-], CN(C)C=O, CCOC(=O)C=CC(F)(F)F, [K+], [K+], Nc1ccc(OC(F)(F)F)cc1C=O. The product is CCOC(=O)C1=Cc2cc(OC(F)(F)F)ccc2NC1C(F)(F)F. As a reaction SMILES: [C:15](=[O:16])([O-:17])[O-:18].[CH3:32][N:33]([CH3:34])[CH:35]=[O:36].[F:21][C:22]([CH:23]=[CH:24][C:25](=[O:26])[O:27][CH2:28][CH3:29])([F:30])[F:31].[K+:19].[K+:20].[NH2:1][c:2]1[c:3]([CH:4]=[O:5])[cH:6][c:7]([O:10][C:11]([F:12])([F:13])[F:14])[cH:8][cH:9]1>>[NH:1]1[c:2]2[c:3]([cH:6][c:7]([O:10][C:11]([F:12])([F:13])[F:14])[cH:8][cH:9]2)[CH:4]=[C:24]([C:25](=[O:26])[O:27][CH2:28][CH3:29])[CH:23]1[C:22]([F:21])([F:30])[F:31]. Starting materials: CC(=O)OCc1c(B2OC(C)(C)C(C)(C)O2)cccc1-n1ncc2cc(C(C)(C)C)cc(F)c2c1=O, Cn1nc(Cl)cc(Nc2ccc(N3C4CCC3CN(C(=O)OC(C)(C)C)C4)cn2)c1=O, [K+], [K+], [K+], C1COCCO1, O, O=P([O-])([O-])[O-]. Reaction SMILES: [C:32]([CH3:33])(=[O:34])[O:35][CH2:36][c:37]1[c:38](-[n:52]2[c:53](=[O:67])[c:54]3[c:55]([F:66])[cH:56][c:57]([C:62]([CH3:63])([CH3:64])[CH3:65])[cH:58][c:59]3[cH:60][n:61]2)[cH:39][cH:40][cH:41][c:42]1[B:43]1[O:44][C:45]([CH3:46])([CH3:47])[C:48]([CH3:49])([CH3:50])[O:51]1.[Cl:1][c:2]1[cH:3][c:4]([NH:10][c:11]2[cH:12][cH:13][c:14]([N:17]3[CH:18]4[CH2:19][N:20]([C:25](=[O:26])[O:27][C:28]([CH3:29])([CH3:30])[CH3:31])[CH2:21][CH:22]3[CH2:23][CH2:24]4)[cH:15][n:16]2)[c:5](=[O:9])[n:6]([CH3:8])[n:7]1.[K+:73].[K+:74].[K+:75].[O:77]1[CH2:78][CH2:79][O:80][CH2:81][CH2:82]1.[OH2:76].[P:68]([O-:69])([O-:70])([O-:71])=[O:72]>>[c:2]1(-[c:42]2[c:37]([CH2:36][O:35][C:32]([CH3:33])=[O:34])[c:38](-[n:52]3[c:53](=[O:67])[c:54]4[c:55]([F:66])[cH:56][c:57]([C:62]([CH3:63])([CH3:64])[CH3:65])[cH:58][c:59]4[cH:60][n:61]3)[cH:39][cH:40][cH:41]2)[cH:3][c:4]([NH:10][c:11]2[cH:12][cH:13][c:14]([N:17]3[CH:18]4[CH2:19][N:20]([C:25](=[O:26])[O:27][C:28]([CH3:29])([CH3:30])[CH3:31])[CH2:21][CH:22]3[CH2:23][CH2:24]4)[cH:15][n:16]2)[c:5](=[O:9])[n:6]([CH3:8])[n:7]1. Yields the product CC(=O)OCc1c(-c2cc(Nc3ccc(N4C5CCC4CN(C(=O)OC(C)(C)C)C5)cn3)c(=O)n(C)n2)cccc1-n1ncc2cc(C(C)(C)C)cc(F)c2c1=O. The reactants are C(C)(C)(C)OC(CN1C(=CC2=CC=CC=C12)CCC(=O)OCC)=O (Ethyl 3-[1-(2-tert-butoxy-2-oxoethyl)-1H-indol-2-yl]propanoate), CC(C)([O-])C.[K+] (potassium tert-butoxide), [Cl-].[NH4+] (ammonium chloride). Run in C1CCOC1 (THF). Reaction conditions: time 8 hour. Product: O=C1CCC=2N(C3=CC=CC=C3C2)C1C(=O)OC(C)(C)C (Tert-butyl 7-oxo-6,7,8,9-tetrahydropyrido[1,2-α]indole-6-carboxylate). Yield: 92.0%. As a reaction SMILES: [C:1]([O:5][C:6](=[O:24])[CH2:7][N:8]1[C:16]2[C:11](=[CH:12][CH:13]=[CH:14][CH:15]=2)[CH:10]=[C:9]1[CH2:17][CH2:18][C:19](OCC)=[O:20])([CH3:4])([CH3:3])[CH3:2].CC(C)([O-])C.[K+].[Cl-].[NH4+]>C1COCC1>[O:20]=[C:19]1[CH:7]([C:6]([O:5][C:1]([CH3:4])([CH3:3])[CH3:2])=[O:24])[N:8]2[C:16]3[C:11]([CH:10]=[C:9]2[CH2:17][CH2:18]1)=[CH:12][CH:13]=[CH:14][CH:15]=3 |f:1.2,3.4|. Procedure details: To a stirred solution of ethyl 3-[1-(2-tert-butoxy-2-oxoethyl)-1H-indol-2-yl]propanoate from Step 4 in THF (0.06 M) at −10° C. was added 1 M potassium tert-butoxide (2.5 equiv.) dropwise. The reaction mixture was allowed to warm to rt over a period of 1 h. and then stirred at rt overnight. The reaction mixture was poured into aqueous ammonium chloride and extracted with excess EtOAc (2×). The combined organic layers were washed with brine, dried with MgSO4, filtered and concentrated under vacuum... Reactants: Cl (HCl), BrC1=CC=C(O1)CN(C)C ((5-bromo-furan-2-ylmethyl)-dimethyl-amine), C(=O)C1=C(C=CC=C1)B(O)O (2-formyl phenylboronic acid), C([O-])([O-])=O.[Na+].[Na+] (sodium carbonate). The reagents and catalysts are Cl[Pd]([P](C1=CC=CC=C1)(C2=CC=CC=C2)C3=CC=CC=C3)([P](C4=CC=CC=C4)(C5=CC=CC=C5)C6=CC=CC=C6)Cl (dichlorobis(triphenylphosphine)-palladium(II)). Run in C(C)#N (actonitrile). Reaction conditions: temperature 150 celsius. The product is CN(C)CC1=CC=C(C1)C1=C(C=O)C=CC=C1 (2-(4-dimethylaminomethyl-cyclopenta-1,3-dienyl)-benzaldehyde). The yield is 69.0%. RXN SMILES: Br[C:2]1O[C:5]([CH2:7][N:8]([CH3:10])[CH3:9])=[CH:4][CH:3]=1.[CH:11]([C:13]1[CH:18]=[CH:17][CH:16]=[CH:15][C:14]=1B(O)O)=[O:12].[C:22](=O)([O-])[O-].[Na+].[Na+].Cl>Cl[Pd](Cl)([P](C1C=CC=CC=1)(C1C=CC=CC=1)C1C=CC=CC=1)[P](C1C=CC=CC=1)(C1C=CC=CC=1)C1C=CC=CC=1.C(#N)C>[CH3:9][N:8]([CH2:7][C:5]1[CH2:22][C:2]([C:14]2[CH:15]=[CH:16][CH:17]=[CH:18][C:13]=2[CH:11]=[O:12])=[CH:3][CH:4]=1)[CH3:10] |f:2.3.4,^1:31,50|. Reported procedure: In a microwave vial, (5-bromo-furan-2-ylmethyl)-dimethyl-amine (385 mg, 1.88 mmol), 2-formyl phenylboronic acid (288 mg, 1.93 mmol) and 3.7 ml of actonitrile were mixed. Then, 3.7 ml of 1N aqueous sodium carbonate was added to the mixture, followed by 5 mole percent of dichlorobis(triphenylphosphine)-palladium(II). The reaction vessel was sealed and heated at 150° C. for 5 minutes with microwave irradiation. After cooling, 20 ml of 1N HCl was added. The mixture was extracted by ethyl acetate (3×... Starting materials: COC=1C=C2C(=CN(C2=CC1)C)C1=CC2=C(N=CC=3N2C(=NN3)C)N1COCC[Si](C)(C)C (7-(5-methoxy-1-methyl-1H-indol-3-yl)-1-methyl-6-((2-(trimethylsilyl)ethoxy)methyl)-6H-pyrrolo[2,3-e][1,2,4]triazolo[4,3-a]pyrazine), CN(C)C=O (DMF), C(CN)N (ethylenediamine), CCCC[N+](CCCC)(CCCC)CCCC.[F-] (TBAF), C(CN)N (ethylenediamine), CCCC[N+](CCCC)(CCCC)CCCC.[F-] (TBAF). The solvent is O (water). Conditions: temperature 85 celsius. Yields the product COC=1C=C2C(=CN(C2=CC1)C)C1=CC2=C(N=CC=3N2C(=NN3)C)N1 (7-(5-methoxy-1-methyl-1H-indol-3-yl)-1-methyl-6H-pyrrolo[2,3-e][1,2,4]triazolo[4,3-a]pyrazine). The yield is 8.4%. As a reaction SMILES: [CH3:1][O:2][C:3]1[CH:4]=[C:5]2[C:9](=[CH:10][CH:11]=1)[N:8]([CH3:12])[CH:7]=[C:6]2[C:13]1[N:25](COCC[Si](C)(C)C)[C:16]2[N:17]=[CH:18][C:19]3[N:20]([C:21]([CH3:24])=[N:22][N:23]=3)[C:15]=2[CH:14]=1.CN(C=O)C.C(N)CN.CCCC[N+](CCCC)(CCCC)CCCC.[F-]>O>[CH3:1][O:2][C:3]1[CH:4]=[C:5]2[C:9](=[CH:10][CH:11]=1)[N:8]([CH3:12])[CH:7]=[C:6]2[C:13]1[NH:25][C:16]2[N:17]=[CH:18][C:19]3[N:20]([C:21]([CH3:24])=[N:22][N:23]=3)[C:15]=2[CH:14]=1 |f:3.4|. Reported procedure: To a round bottom flask was added 7-(5-methoxy-1-methyl-1H-indol-3-yl)-1-methyl-6-((2-(trimethylsilyl)ethoxy)methyl)-6H-pyrrolo[2,3-e][1,2,4]triazolo[4,3-a]pyrazine (0.040 g, 0.086 mmol), DMF (0.865 mL), ethylenediamine (0.088 mL, 2.6 mmol) and TBAF (1.0 M in THF, 0.346 mL, 0.173 mmol). The reaction mixture was heated to about 85° C. for about 4 h. To the reaction mixture was added ethylenediamine (0.088 mL, 2.6 mmol) and TBAF (1.0 M in THF, 0.346 mL, 0.173 mmol). The reaction mixture was heated... The reactants are C1CNCCN1, CS(C)=O, O=C(O)c1cn2c3c(c(OS(=O)(=O)c4ccccc4)ccc3c1=O)CCC2. Product: O=C(O)c1cn2c3c(c(N4CCNCC4)ccc3c1=O)CCC2. RXN SMILES: [CH2:28]1[CH2:29][NH:30][CH2:31][CH2:32][NH:33]1.[CH3:34][S:35](=[O:36])[CH3:37].[c:1]1([S:2]([O:3][c:11]2[cH:12][cH:13][c:14]3[c:15](=[O:27])[c:16]([C:24](=[O:25])[OH:26])[cH:17][n:18]4[c:23]3[c:22]2[CH2:21][CH2:20][CH2:19]4)(=[O:4])=[O:5])[cH:6][cH:7][cH:8][cH:9][cH:10]1>>[c:11]1([N:30]2[CH2:29][CH2:28][NH:33][CH2:32][CH2:31]2)[cH:12][cH:13][c:14]2[c:15](=[O:27])[c:16]([C:24](=[O:25])[OH:26])[cH:17][n:18]3[c:23]2[c:22]1[CH2:21][CH2:20][CH2:19]3. The reactants are BrC1=CC(=C(N)C(=C1)F)F (4-bromo-2,6-difluoroaniline), C1(CC1)OC=1C=C(C=CC1)B1OC(C(O1)(C)C)(C)C (2-(3-cyclopropoxyphenyl)-4,4,5,5-tetramethyl-1,3,2-dioxaborolane). Yields the product C1(CC1)OC=1C=C(C=CC1)C1=CC(=C(C(=C1)F)N)F (3′-cyclopropoxy-3,5-difluorobiphenyl-4-amine). The yield is 11.3%. RXN SMILES: Br[C:2]1[CH:8]=[C:7]([F:9])[C:5]([NH2:6])=[C:4]([F:10])[CH:3]=1.[CH:11]1([O:14][C:15]2[CH:16]=[C:17](B3OC(C)(C)C(C)(C)O3)[CH:18]=[CH:19][CH:20]=2)[CH2:13][CH2:12]1>>[CH:11]1([O:14][C:15]2[CH:20]=[C:19]([C:2]3[CH:8]=[C:7]([F:9])[C:5]([NH2:6])=[C:4]([F:10])[CH:3]=3)[CH:18]=[CH:17][CH:16]=2)[CH2:13][CH2:12]1. Procedure details: The title compound (170 mg) was prepared from 4-bromo-2,6-difluoroaniline (1.2 g, 5.76 mmol) and 2-(3-cyclopropoxyphenyl)-4,4,5,5-tetramethyl-1,3,2-dioxaborolane (1.5 g, 5.76 mmol) as a yellow liquid. Reactants: CCOC(C)=O, O=C([O-])O, CCCCC, CCO, NC1CC1, ClCc1cscn1, Cl, [Na+]. Yields the product c1nc(CNC2CC2)cs1. Reaction SMILES: [C:13]([O:14][CH2:15][CH3:16])(=[O:17])[CH3:18].[C:27](=[O:28])([O-:29])[OH:30].[CH3:19][CH2:20][CH2:21][CH2:22][CH3:23].[CH3:24][CH2:25][OH:26].[CH:1]1([NH2:4])[CH2:2][CH2:3]1.[Cl:6][CH2:7][c:8]1[n:9][cH:10][s:11][cH:12]1.[ClH:5].[Na+:31]>>[CH:1]1([NH:4][CH2:7][c:8]2[n:9][cH:10][s:11][cH:12]2)[CH2:2][CH2:3]1. Reactants: ClC1=CC=C2C(=N1)NC(=N2)CO (5-chloro-2-hydroxymethyl-3H-imidazo[5,4-b]pyridine), [H-].[Na+] (sodium hydride), CI (methyl iodide). Solvent: CN(C=O)C (dimethylformamide). The product is ClC1=CC=C2C(=N1)N(C(=N2)CO)C (5-Chloro-2-hydroxymethyl-3-methyl-3H-imidazo[4,5-b]pyridine). RXN SMILES: [Cl:1][C:2]1[N:7]=[C:6]2[NH:8][C:9]([CH2:11][OH:12])=[N:10][C:5]2=[CH:4][CH:3]=1.[H-].[Na+].[CH3:15]I>CN(C)C=O>[Cl:1][C:2]1[N:7]=[C:6]2[N:8]([CH3:15])[C:9]([CH2:11][OH:12])=[N:10][C:5]2=[CH:4][CH:3]=1 |f:1.2|. Procedure details: A procedure similar to that described in Preparation 15 was repeated, except that 3.00 g of 5-chloro-2-hydroxymethyl-3H-imidazo[5,4-b]pyridine (prepared as described in Preparation 43), 0.71 g of sodium hydride (as a 55% by weight dispersion in mineral oil), 1.1 ml of methyl iodide and 70 ml of dimethylformamide were used, to give the title compound as a crude product. This crude product was purified by column chromatography through silica gel, using a gradient elution method, with mixtures of e...